From a dataset of the Open Reaction Database (ORD), a public repository of structured organic reaction records. describe an organic reaction: reactants, conditions, products, and yield The reactants are CO, Cl, O=[N+]([O-])c1ccc2nc(CO)[nH]c2c1. Product: Nc1ccc2nc(CO)[nH]c2c1. RXN SMILES: [CH3:16][OH:17].[ClH:15].[N+:1]([O-:2])(=[O:3])[c:4]1[cH:5][cH:6][c:7]2[c:8]([nH:9][c:10]([CH2:12][OH:13])[n:11]2)[cH:14]1>>[NH2:1][c:4]1[cH:5][cH:6][c:7]2[c:8]([nH:9][c:10]([CH2:12][OH:13])[n:11]2)[cH:14]1. The reactants are OCc1cc(F)c(Cl)nc1Cl, O=C(O)c1ccc(Cl)nc1Cl. Yields the product OCc1ccc(Cl)nc1Cl. As a reaction SMILES: [Cl:12][c:13]1[c:14]([CH2:15][OH:16])[cH:17][c:18]([F:19])[c:20]([Cl:21])[n:22]1.[Cl:1][c:2]1[c:3]([C:4](=[O:5])[OH:6])[cH:7][cH:8][c:9]([Cl:11])[n:10]1>>[Cl:1][c:2]1[c:3]([CH2:4][OH:5])[cH:7][cH:8][c:9]([Cl:11])[n:10]1. Reactants: CC(C)(C)OC(=O)N1CCC(N2CCCc3cc(Br)ccc32)CC1, C1CCOC1, CCCC[N+](CCCC)(CCCC)CCCC, [F-], O=C(C=Cc1ccccc1)C=Cc1ccccc1, O=C(C=Cc1ccccc1)C=Cc1ccccc1, O=C(C=Cc1ccccc1)C=Cc1ccccc1, [Pd], [Pd]. The product is CC(C)(C)OC(=O)N1CCC(N2CCCc3cc(N)ccc32)CC1. RXN SMILES: [Br:1][c:2]1[cH:3][c:4]2[c:9]([cH:10][cH:11]1)[N:8]([CH:12]1[CH2:13][CH2:14][N:15]([C:18](=[O:19])[O:20][C:21]([CH3:22])([CH3:23])[CH3:24])[CH2:16][CH2:17]1)[CH2:7][CH2:6][CH2:5]2.[CH2:43]1[O:44][CH2:45][CH2:46][CH2:47]1.[CH3:26][CH2:27][CH2:28][CH2:29][N+:30]([CH2:31][CH2:32][CH2:33][CH3:34])([CH2:35][CH2:36][CH2:37][CH3:38])[CH2:39][CH2:40][CH2:41][CH3:42].[F-:25].[O:50]=[C:51]([CH:52]=[CH:53][c:54]1[cH:55][cH:56][cH:57][cH:58][cH:59]1)[CH:60]=[CH:61][c:62]1[cH:63][cH:64][cH:65][cH:66][cH:67]1.[O:68]=[C:69]([CH:70]=[CH:71][c:72]1[cH:73][cH:74][cH:75][cH:76][cH:77]1)[CH:78]=[CH:79][c:80]1[cH:81][cH:82][cH:83][cH:84][cH:85]1.[O:86]=[C:87]([CH:88]=[CH:89][c:90]1[cH:91][cH:92][cH:93][cH:94][cH:95]1)[CH:96]=[CH:97][c:98]1[cH:99][cH:100][cH:101][cH:102][cH:103]1.[Pd:48].[Pd:49]>>[c:2]1([NH2:30])[cH:3][c:4]2[c:9]([cH:10][cH:11]1)[N:8]([CH:12]1[CH2:13][CH2:14][N:15]([C:18](=[O:19])[O:20][C:21]([CH3:22])([CH3:23])[CH3:24])[CH2:16][CH2:17]1)[CH2:7][CH2:6][CH2:5]2. Reactants: C1CCOC1, Cc1ccc(S(=O)(=O)Cl)cc1, [H-], COc1cc(-c2cnc3[nH]cc(I)c3n2)cc(OC)c1OC, [Na+]. Yields the product COc1cc(-c2cnc3c(n2)c(I)cn3S(=O)(=O)c2ccc(C)cc2)cc(OC)c1OC. As a reaction SMILES: [CH2:36]1[O:37][CH2:38][CH2:39][CH2:40]1.[CH3:25][c:26]1[cH:27][cH:28][c:29]([S:32](=[O:33])(=[O:34])[Cl:35])[cH:30][cH:31]1.[H-:23].[I:1][c:2]1[cH:3][nH:4][c:5]2[n:6][cH:7][c:8](-[c:11]3[cH:12][c:13]([O:21][CH3:22])[c:14]([O:19][CH3:20])[c:15]([O:17][CH3:18])[cH:16]3)[n:9][c:10]12.[Na+:24]>>[I:1][c:2]1[cH:3][n:4]([S:32]([c:29]2[cH:28][cH:27][c:26]([CH3:25])[cH:31][cH:30]2)(=[O:33])=[O:34])[c:5]2[n:6][cH:7][c:8](-[c:11]3[cH:12][c:13]([O:21][CH3:22])[c:14]([O:19][CH3:20])[c:15]([O:17][CH3:18])[cH:16]3)[n:9][c:10]12.